Dataset: the Open Reaction Database (ORD), a public repository of structured organic reaction records. Task: describe an organic reaction: reactants, conditions, products, and yield The reactants are O=C1N(CCC1(C1=CC=CC=C1)C1=CC=CC=C1)CC(=O)O (2-(2-oxo-3,3-diphenylpyrrolidin-1-yl)acetic acid), ON\C(\C1=CC=C(C=C1)C(F)(F)F)=N/[H] ((Z)—N-hydroxy-4-(trifluoromethyl)benzimidamide), FC1=CC=C(C=C1)C1(C(N(CC1)CC(=O)O)=O)C1=CC=C(C=C1)F (2-(3,3-bis(4-fluorophenyl)-2-oxopyrrolidin-1-yl)acetic acid), ON\C(=N/[H])\C1=NC=CN=C1 ((Z)—N-hydroxypyrazine-2-carboximidamide). Yields the product C1(=CC=CC=C1)C1(C(N(CC1)CC1=NC(=NO1)C1=NC=CN=C1)=O)C1=CC=CC=C1 (3,3-diphenyl-1-[(3-pyrazin-2-yl-1,2,4-oxadiazol-5-yl)methyl]pyrrolidin-2-one). Reaction SMILES: [O:1]=[C:2]1[C:6]([C:13]2[CH:18]=[CH:17][CH:16]=[CH:15][CH:14]=2)([C:7]2[CH:12]=[CH:11][CH:10]=[CH:9][CH:8]=2)[CH2:5][CH2:4][N:3]1[CH2:19][C:20](O)=[O:21].FC1C=CC(C2(C3C=CC(F)=CC=3)CCN(CC(O)=O)C2=O)=CC=1.O[NH:48]/[C:49](/[C:52]1[CH:57]=[N:56][CH:55]=[CH:54][N:53]=1)=[N:50]\[H].ON/C(=N\[H])/C1C=CC(C(F)(F)F)=CC=1>>[C:13]1([C:6]2([C:7]3[CH:12]=[CH:11][CH:10]=[CH:9][CH:8]=3)[CH2:5][CH2:4][N:3]([CH2:19][C:20]3[O:21][N:50]=[C:49]([C:52]4[CH:57]=[N:56][CH:55]=[CH:54][N:53]=4)[N:48]=3)[C:2]2=[O:1])[CH:14]=[CH:15][CH:16]=[CH:17][CH:18]=1. Procedure: The title compound was prepared using the procedure described in Example 190 substituting 2-(2-oxo-3,3-diphenylpyrrolidin-1-yl)acetic acid from Example 1C for 2-(3,3-bis(4-fluorophenyl)-2-oxopyrrolidin-1-yl)acetic acid and (Z)—N-hydroxypyrazine-2-carboximidamide for (Z)—N-hydroxy-4-(trifluoromethyl)benzimidamide. 1H NMR (300 MHz, DMSO-d6) δ ppm 9.15 (d, J=1.4, 1H), 8.87 (dt, J=2.0, 2.5, 2H), 7.40-7.21 (m, 10H), 5.01 (s, 2H), 3.54 (t, J=6.5, 2H), 2.84 (t, J=6.5, 2H); MS (DCI) m/z 398.3 (M+H)+. The reactants are Cc1cnccc1-c1cccc(C(=O)OC(C)(C)C)c1, C[Re](=O)(=O)=O, ClCCl, OO. The product is Cc1c[n+]([O-])ccc1-c1cccc(C(=O)OC(C)(C)C)c1. Reaction SMILES: [CH3:1][c:2]1[cH:3][n:4][cH:5][cH:6][c:7]1-[c:8]1[cH:9][c:10]([C:11](=[O:12])[O:13][C:14]([CH3:15])([CH3:16])[CH3:17])[cH:18][cH:19][cH:20]1.[CH3:26][Re:27](=[O:28])(=[O:29])=[O:30].[Cl:23][CH2:24][Cl:25].[OH:21][OH:22]>>[CH3:1][c:2]1[cH:3][n+:4]([O-:21])[cH:5][cH:6][c:7]1-[c:8]1[cH:9][c:10]([C:11](=[O:12])[O:13][C:14]([CH3:15])([CH3:16])[CH3:17])[cH:18][cH:19][cH:20]1. The reactants are O (Water), C(C)(C)(C)OC(C(C)(C)SC=1SC=C(N1)CCNC1=NC=C(C=N1)CC)=O (2-[(4-{2-[(5-ethylpyrimidin-2-yl)amino]ethyl}-1,3-thiazol-2-yl)thio]-2-methylpropionic acid tert-butyl ester), C(CCCCCC)I (heptyl iodide), CC(C)([O-])C.[K+] (potassium tert-butoxide). Run in CN(C=O)C (N,N-dimethylformamide). Run at time 8 hour. Product: C(C)(C)(C)OC(C(C)(C)SC=1SC=C(N1)CCN(CCCCCCC)C1=NC=C(C=N1)CC)=O (2-[(4-{2-[(5-ethylpyrimidin-2-yl)(heptyl)amino]ethyl}-1,3-thiazol-2-yl)thio]-2-methylpropionic acid tert-butyl ester). Isolated yield 56.2%. RXN SMILES: [C:1]([O:5][C:6](=[O:27])[C:7]([S:10][C:11]1[S:12][CH:13]=[C:14]([CH2:16][CH2:17][NH:18][C:19]2[N:24]=[CH:23][C:22]([CH2:25][CH3:26])=[CH:21][N:20]=2)[N:15]=1)([CH3:9])[CH3:8])([CH3:4])([CH3:3])[CH3:2].[CH2:28](I)[CH2:29][CH2:30][CH2:31][CH2:32][CH2:33][CH3:34].CC(C)([O-])C.[K+].O>CN(C)C=O>[C:1]([O:5][C:6](=[O:27])[C:7]([S:10][C:11]1[S:12][CH:13]=[C:14]([CH2:16][CH2:17][N:18]([C:19]2[N:20]=[CH:21][C:22]([CH2:25][CH3:26])=[CH:23][N:24]=2)[CH2:28][CH2:29][CH2:30][CH2:31][CH2:32][CH2:33][CH3:34])[N:15]=1)([CH3:9])[CH3:8])([CH3:2])([CH3:3])[CH3:4] |f:2.3|. Reported procedure: 2-[(4-{2-[(5-Ethylpyrimidin-2-yl)amino]ethyl}-1,3-thiazol-2-yl)thio]-2-methylpropionic acid tert-butyl ester (8.90 g) synthesized in Example 265-1 and heptyl iodide (5.92 g) were dissolved in N,N-dimethylformamide (100 mL), potassium tert-butoxide (2.94 g) was added thereto, and the mixture was stirred at room temperature for 8 hr. Water was added to the reaction mixture, and the mixture was extracted with ethyl acetate. The organic layer was washed with saturated brine and dried over anhydrous ... Conditions: temperature 50 celsius, time 8 hour. The yield is 99.0%. RXN SMILES: S(Cl)(Cl)=O.[OH:5][C:6]1[CH:14]=[CH:13][C:9]([C:10]([OH:12])=[O:11])=[C:8]([O:15][CH3:16])[CH:7]=1.[CH3:17]O>>[OH:5][C:6]1[CH:14]=[CH:13][C:9]([C:10]([O:12][CH3:17])=[O:11])=[C:8]([O:15][CH3:16])[CH:7]=1. The product is OC1=CC(=C(C(=O)OC)C=C1)OC (methyl 4-hydroxy-2-methoxy-benzoate). Starting materials: S(=O)(Cl)Cl (Thionyl chloride), OC1=CC(=C(C(=O)O)C=C1)OC (4-hydroxy-2-methoxy-benzoic acid), CO (methanol). Procedure details: Thionyl chloride (953 μL, 13.1 mmol) was added dropwise to a solution of 4-hydroxy-2-methoxy-benzoic acid (733 mg, 4.36 mmol) in methanol (30 mL) at 0° C. The mixture was stirred at 50° C. overnight. The reaction mixture was concentrated and the residue was dissolved in water (40 mL). The solution was neutralized with saturated sodium bicarbonate solution and the product was extracted into ethyl acetate. The organics were dried over sodium sulfate, filtered and evaporated to dryness to give meth... The reactants are BrC1=CC=C(C=C1)O (4-bromo phenol), C(=O)([O-])[O-].[K+].[K+] (K2CO3), BrCC(=C)C (3-bromo-2-methylprop-1-ene). The solvent is C(Cl)Cl (CH2Cl2), CC(=O)C (acetone). The product is BrC1=CC=C(C=C1)OCC(=C)C (1-bromo-4-(2-methylallyloxy)benzene). Yield: 87.2%. As a reaction SMILES: [Br:1][C:2]1[CH:7]=[CH:6][C:5]([OH:8])=[CH:4][CH:3]=1.C([O-])([O-])=O.[K+].[K+].Br[CH2:16][C:17]([CH3:19])=[CH2:18]>CC(C)=O.C(Cl)Cl>[Br:1][C:2]1[CH:7]=[CH:6][C:5]([O:8][CH2:18][C:17]([CH3:19])=[CH2:16])=[CH:4][CH:3]=1 |f:1.2.3|. Reported procedure: To a solution of 4-bromo phenol (7.0 g, 40.40 mmol) in acetone (165 mL) was added K2CO3 (27.8 g, 202 mmol) followed by 3-bromo-2-methylprop-1-ene (4.9 mL, 44.5 mmol). The mixture was stirred at reflux temperature for 16 h. After cooling to room temperature, the reaction mixture was diluted with CH2Cl2 (200 mL), washed with H2O (2×50 mL) and brine (50 mL). The organic phase was dried over anhydrous sodium sulfate and concentrated under reduced pressure to afford the title compound (6) (8.0 g, 93%...